From a dataset of the Open Reaction Database (ORD), a public repository of structured organic reaction records. describe an organic reaction: reactants, conditions, products, and yield Starting materials: resultant mixture, S1C(=NCC1)N1C(CC2=CC=CC=C12)=O (1-(2-thiazolin-2-yl)-indolin-2-one), C(C=1C(O)=CC=CC1)=O (salicylaldehyde), N1CCCCC1 (piperidine). Solvent: C1=CC=CC=C1 (benzene). Product: S1C(=NCC1)N1C(C(C2=CC=CC=C12)=CC1=C(C=CC=C1)O)=O (1-(4,5-Dihydro-2-thiazolyl)-1,3-dihydro-3-[(2-hydroxyphenyl)methylene]-2H-indol-2-one). The yield is 64.1%. RXN SMILES: [S:1]1[CH2:5][CH2:4][N:3]=[C:2]1[N:6]1[C:14]2[C:9](=[CH:10][CH:11]=[CH:12][CH:13]=2)[CH2:8][C:7]1=[O:15].[CH:16](=O)[C:17]1[C:18](=[CH:20][CH:21]=[CH:22][CH:23]=1)[OH:19].N1CCCCC1>C1C=CC=CC=1>[S:1]1[CH2:5][CH2:4][N:3]=[C:2]1[N:6]1[C:14]2[C:9](=[CH:10][CH:11]=[CH:12][CH:13]=2)[C:8](=[CH:16][C:17]2[CH:23]=[CH:22][CH:21]=[CH:20][C:18]=2[OH:19])[C:7]1=[O:15]. Procedure details: To a warmed solution of 1-(2-thiazolin-2-yl)-indolin-2-one (prepared as described in Example 3A; 2.0 g; 9.2 mmole) and salicylaldehyde (1.6 g; 12.9 mmole) in dry benzene (100 ml) is added a small amount of piperidine (0.6 ml). The resultant mixture is heated at reflux temperature for 2 hours. The reaction mixture is extracted with dilute HCl solution (5 ml of concentrated HCl in 120 ml of water) twice. The acidic layers are combined and treated with saturated NaHCO3 solution until pH paper indic... Starting materials: NC1=CC(=C(C(=O)NCCN(CC)CC)C=C1Cl)O (4-amino-5-chloro-N-[2-(diethylamino)ethyl]-2-hydroxy benzamide), COCCOCCl (2-methoxyethoxymethyl chloride), [H-].[Na+] (sodium hydride). Run in CN(C)C=O (DMF), CN(C)C=O (DMF), CN(C)C=O (DMF). Run at time 4 hour. Yields the product NC1=CC(=C(C(=O)NCCN(CC)CC)C=C1Cl)OCOCCOC (4-Amino-5-chloro-N-[2-(diethylamino)ethyl]-2-[(2-methoxyethoxy)methyloxy]benzamide). Yield: 95.0%. As a reaction SMILES: [H-].[Na+].[NH2:3][C:4]1[C:19]([Cl:20])=[CH:18][C:7]([C:8]([NH:10][CH2:11][CH2:12][N:13]([CH2:16][CH3:17])[CH2:14][CH3:15])=[O:9])=[C:6]([OH:21])[CH:5]=1.[CH3:22][O:23][CH2:24][CH2:25][O:26][CH2:27]Cl>CN(C=O)C>[NH2:3][C:4]1[C:19]([Cl:20])=[CH:18][C:7]([C:8]([NH:10][CH2:11][CH2:12][N:13]([CH2:14][CH3:15])[CH2:16][CH3:17])=[O:9])=[C:6]([O:21][CH2:22][O:23][CH2:24][CH2:25][O:26][CH3:27])[CH:5]=1 |f:0.1|. Reported procedure: To a well stirred suspension of sodium hydride (0.34 g of 60%, 0.014 mole) in 5 ml dry DMF was added a solution of 4-amino-5-chloro-N-[2-(diethylamino)ethyl]-2-hydroxy benzamide (3.57 g, 0.012 mole) in 15 ml dry DMF at room temperature over 18 minutes. The mixture was then stirred an additional hour giving essentially a clear solution. To this was added dropwise a solution of 2-methoxyethoxymethyl chloride (1.74 g, 0.014 mole) in 5 ml dry DMF. After an additional four hours at ambient temperatur... Run at temperature 65 celsius. Reactants: C([O-])([O-])=O.[K+].[K+] (potassium carbonate), S(=O)(=O)(OC)OC (dimethyl sulfate), BrC1=C(C=C(C(=O)O)C=C1O)O (4-bromo-3,5-dihydroxybenzoic acid), C(C)(=O)OCC (ethyl acetate). Reaction SMILES: [Br:1][C:2]1[C:10](O)=[CH:9]C(C(O)=O)=[CH:4][C:3]=1[OH:12].[C:13](=O)([O-])[O-].[K+].[K+].S([O:24][CH3:25])(OC)(=O)=O.[C:26]([O:29][CH2:30]C)(=[O:28])[CH3:27]>>[Br:1][C:2]1[C:3]([O:12][CH3:13])=[CH:4][C:27]([C:26]([O:29][CH3:30])=[O:28])=[CH:9][C:10]=1[O:24][CH3:25] |f:1.2.3|. Yields the product BrC1=C(C=C(C(=O)OC)C=C1OC)OC (methyl 4-bromo-3,5-dimethoxybenzoate). Procedure: To a suspension of 4-bromo-3,5-dihydroxybenzoic acid (95.0 kg) in ethyl acetate (950 L) were added anhydrous potassium carbonate (270.8 kg) and dimethyl sulfate (174.7 kg). The mixture was heated at 50-80° C. for about 4 hours and partitioned by adding water. The organic layer was washed with water and saturated aqueous NaCl solution and concentrated under reduced pressure. The residue was suspended into methanol, stirred under heating and cooled. The crystalline precipitates were collected by f... The reactants are CC1(NC(CC(C1)NC)(C)C)C (2,2,6,6-tetramethyl-4-methylaminopiperidine), O1C(COC2=CC=C(C=C2)C(C)(C)C2=CC=C(C=C2)OCC2CO2)C1 (2,2-bis[p-(2,3-epoxypropoxy)phenyl]propane). Run in CO (methanol). Yields the product OC(COC1=CC=C(C=C1)C(C)(C)C1=CC=C(C=C1)OCC(CN(C)C1CC(NC(C1)(C)C)(C)C)O)CN(C1CC(NC(C1)(C)C)(C)C)C (2,2-Bis[4-{2-hydroxy-3-[N-methyl-N-(2,2,6,6-tetramethyl-4-piperidyl)amino]propoxy}phenyl]propane). Reaction SMILES: [CH3:1][C:2]1([CH3:12])[CH2:7][CH:6]([NH:8][CH3:9])[CH2:5][C:4]([CH3:11])([CH3:10])[NH:3]1.[O:13]1[CH2:37][CH:14]1[CH2:15][O:16][C:17]1[CH:22]=[CH:21][C:20]([C:23]([C:26]2[CH:31]=[CH:30][C:29]([O:32][CH2:33][CH:34]3[O:36][CH2:35]3)=[CH:28][CH:27]=2)([CH3:25])[CH3:24])=[CH:19][CH:18]=1>CO>[OH:13][CH:14]([CH2:37][N:8]([CH3:9])[CH:6]1[CH2:7][C:2]([CH3:1])([CH3:12])[NH:3][C:4]([CH3:11])([CH3:10])[CH2:5]1)[CH2:15][O:16][C:17]1[CH:18]=[CH:19][C:20]([C:23]([C:26]2[CH:27]=[CH:28][C:29]([O:32][CH2:33][CH:34]([OH:36])[CH2:35][N:8]([CH:6]3[CH2:5][C:4]([CH3:11])([CH3:10])[NH:3][C:2]([CH3:12])([CH3:1])[CH2:7]3)[CH3:9])=[CH:30][CH:31]=2)([CH3:25])[CH3:24])=[CH:21][CH:22]=1. Procedure details: To 50 ml of methanol were added 3.4 g of 2,2,6,6-tetramethyl-4-methylaminopiperidine and 3.4 g of 2,2-bis[p-(2,3-epoxypropoxy)phenyl]propane; the mixture was then reacted in a manner similar to that described in Example 1, giving the desired compound in the form of a white powder. The compound had an Rf value of 0.50 on thin layer chromatography on silica gel developed with a 1:3:1 by volume mixture of methanol, ethyl acetate and triethylamine. Starting materials: [N+](=O)([O-])C=1C=C(C=CC1)C=1C2=C(N=CN1)N(C=C2)COCC[Si](C)(C)C (4-(3-nitrophenyl)-7-((2-(trimethylsilyl)ethoxy)methyl)-7H-pyrrolo[2,3-d]pyrimidine), C1CC(=O)N(C1=O)Br (NBS). Run in CC#N (CH3CN). Reaction conditions: temperature 80 celsius, time 30 minute. Yields the product BrC1=CN(C=2N=CN=C(C21)C2=CC(=CC=C2)[N+](=O)[O-])COCC[Si](C)(C)C (5-bromo-4-(3-nitrophenyl)-7-((2-(trimethylsilyl)ethoxy)methyl)-7H-pyrrolo[2,3-d]pyrimidine). RXN SMILES: [N+:1]([C:4]1[CH:5]=[C:6]([C:10]2[C:11]3[CH:18]=[CH:17][N:16]([CH2:19][O:20][CH2:21][CH2:22][Si:23]([CH3:26])([CH3:25])[CH3:24])[C:12]=3[N:13]=[CH:14][N:15]=2)[CH:7]=[CH:8][CH:9]=1)([O-:3])=[O:2].C1C(=O)N([Br:34])C(=O)C1>CC#N>[Br:34][C:18]1[C:11]2[C:10]([C:6]3[CH:7]=[CH:8][CH:9]=[C:4]([N+:1]([O-:3])=[O:2])[CH:5]=3)=[N:15][CH:14]=[N:13][C:12]=2[N:16]([CH2:19][O:20][CH2:21][CH2:22][Si:23]([CH3:26])([CH3:25])[CH3:24])[CH:17]=1. Procedure details: To a solution of 4-(3-nitrophenyl)-7-((2-(trimethylsilyl)ethoxy)methyl)-7H-pyrrolo[2,3-d]pyrimidine (4.40 g, 11.9 mmol) in CH3CN (25 mL), was added NBS (3.60 g, 20.2 mmol). The resulting solution was stirred for 30 minutes at 80° C. before being concentrated in vacuo. The reaction was diluted with ethyl acetate (200 mL), washed with water (×3), and the organic layer was dried over anhydrous sodium sulfate, filtered and concentrated in vacuo. The reaction was then purified by chromatography using... Product: O=C(NC(=O)c1c(F)cccc1Cl)Nc1ccc(Br)cn1. Reactants: Nc1ccc(Br)cn1, O=C(O)NC(=O)c1c(F)cccc1Cl. Reaction SMILES: [Br:15][c:16]1[cH:17][cH:18][c:19]([NH2:22])[n:20][cH:21]1.[Cl:1][c:2]1[c:3]([C:4](=[O:5])[NH:6][C:7](=[O:8])[OH:9])[c:10]([F:14])[cH:11][cH:12][cH:13]1>>[Cl:1][c:2]1[c:3]([C:4](=[O:5])[NH:6][C:7](=[O:9])[NH:22][c:19]2[cH:18][cH:17][c:16]([Br:15])[cH:21][n:20]2)[c:10]([F:14])[cH:11][cH:12][cH:13]1. The reactants are N=C=N (carbodiimide), C1(=CC=C(C=C1)S(=O)(=O)N[C@@H](C(C)C)C(=O)O)C (N-(p-toluenesulfonyl)valine), Cl.NC(CC1=CC=CC=C1)C(C(CC1=CC=CC=C1)NC([C@@H](NS(=O)(=O)C1=CC=C(C=C1)C)C(C)C)=O)O (2-Amino-4-(N-((p-toluenesulfonyl)valinyl)amino)-1,5-diphenyl-3-hydroxypentane Hydrochloride). The product is C1(=CC=C(C=C1)S(=O)(=O)N[C@@H](C(C)C)C(=O)NC(CC1=CC=CC=C1)C(C(CC1=CC=CC=C1)NC([C@@H](NS(=O)(=O)C1=CC=C(C=C1)C)C(C)C)=O)O)C (2,4-Bis-(N-((p-toluenesulfonyl)valinyl)amino)-1,5-diphenyl-3-hydroxypentane). Reaction SMILES: N=C=N.[C:4]1([CH3:21])[CH:9]=[CH:8][C:7]([S:10]([NH:13][C@H:14]([C:18](O)=[O:19])[CH:15]([CH3:17])[CH3:16])(=[O:12])=[O:11])=[CH:6][CH:5]=1.Cl.[NH2:23][CH:24]([CH:32]([OH:59])[CH:33]([NH:41][C:42](=[O:58])[C@H:43]([CH:55]([CH3:57])[CH3:56])[NH:44][S:45]([C:48]1[CH:53]=[CH:52][C:51]([CH3:54])=[CH:50][CH:49]=1)(=[O:47])=[O:46])[CH2:34][C:35]1[CH:40]=[CH:39][CH:38]=[CH:37][CH:36]=1)[CH2:25][C:26]1[CH:31]=[CH:30][CH:29]=[CH:28][CH:27]=1>>[C:51]1([CH3:54])[CH:52]=[CH:53][C:48]([S:45]([NH:44][C@H:43]([C:42]([NH:41][CH:33]([CH:32]([OH:59])[CH:24]([NH:23][C:18](=[O:19])[C@H:14]([CH:15]([CH3:17])[CH3:16])[NH:13][S:10]([C:7]2[CH:8]=[CH:9][C:4]([CH3:21])=[CH:5][CH:6]=2)(=[O:12])=[O:11])[CH2:25][C:26]2[CH:27]=[CH:28][CH:29]=[CH:30][CH:31]=2)[CH2:34][C:35]2[CH:36]=[CH:37][CH:38]=[CH:39][CH:40]=2)=[O:58])[CH:55]([CH3:57])[CH3:56])(=[O:46])=[O:47])=[CH:49][CH:50]=1 |f:2.3|. Reported procedure: According to the carbodiimide coupling procedure of Example 55, N-(p-toluenesulfonyl)valine was coupled to the resultant compound of Example 112 to give the desired compound. The reactants are [Cl-].C(CCC)[Zn+] (n-butylzinc chloride), [Cl-].C(CCC)[Zn+] (n-butylzinc chloride), Cl (hydrochloric acid), ClC=1N=C2N(N=C(C=C2)Cl)C1 (2,6-dichloroimidazo[1,2-b]pyridazine), C(CCC)[Li] (n-Butyl lithium). Procedure details: Zinc chloride (2.04 g, 15.0 mmol) was dried at 180° C. for 2 hours under vacuum and then cooled to room temperature, and anhydrous tetrahydrofuran (20.0 mL) was added thereto. n-Butyl lithium (1.6 M, 9.0 mL, 14.4 mmol) was added dropwise thereto over about 30 minutes under ice-cooling and stirred for 30 minutes under ice-cooling, to prepare a solution of n-butylzinc chloride in tetrahydrofuran. Separately, a suspension of 2,6-dichloroimidazo[1,2-b]pyridazine (1.88 g, 10.0 mmol) and [1,3-bis(diph... The reagents and catalysts are Cl[Ni]1([P](CCC[P](C2=CC=CC=C2)1C3=CC=CC=C3)(C4=CC=CC=C4)C5=CC=CC=C5)Cl ([1,3-bis(diphenylphosphino)propane]nickel(II) dichloride), [Cl-].[Zn+2].[Cl-] (Zinc chloride). The product is C(CCC)C=1C=CC=2N(N1)C=C(N2)Cl (6-n-butyl-2-chloroimidazo[1,2-b]pyridazine). Run at time 30 minute. Run in O1CCCC1 (tetrahydrofuran), O1CCCC1 (tetrahydrofuran), O1CCCC1 (tetrahydrofuran), O1CCCC1 (tetrahydrofuran). As a reaction SMILES: [CH2:1]([Li])[CH2:2][CH2:3][CH3:4].[Cl-].C([Zn+])CCC.[Cl:12][C:13]1[N:14]=[C:15]2[CH:20]=[CH:19][C:18](Cl)=[N:17][N:16]2[CH:22]=1.Cl>O1CCCC1.[Cl-].[Zn+2].[Cl-].Cl[Ni]1(Cl)[P](C2C=CC=CC=2)(C2C=CC=CC=2)CCC[P]1(C1C=CC=CC=1)C1C=CC=CC=1>[CH2:1]([C:18]1[CH:19]=[CH:20][C:15]2[N:16]([CH:22]=[C:13]([Cl:12])[N:14]=2)[N:17]=1)[CH2:2][CH2:3][CH3:4] |f:1.2,6.7.8,^1:34,50|. Reactants: solution, C(CCC)[Li] (butyllithium), C(C)OP(=O)(OCC)CC#N (diethylphosphonoacetonitrile), C1(CCCC1)=O (cyclopentanone), Cl (HCl), O1CCCC1 (THF). The solvent is CCCCCC (hexane). Run at time 1 hour. Product: CC1C(CC(C1)(C)C)=CC#N (2-(2,4,4-trimethylcyclo-pentylidene)acetonitrile). As a reaction SMILES: C(OP([CH2:9][C:10]#[N:11])(OCC)=O)C.[CH2:12]([Li])[CH2:13][CH2:14][CH3:15].[C:17]1(=O)[CH2:21][CH2:20]CC1.Cl.O1CCC[CH2:25]1>CCCCCC>[CH3:15][CH:14]1[CH2:25][C:21]([CH3:20])([CH3:17])[CH2:12][C:13]1=[CH:9][C:10]#[N:11]. Procedure details: 1.1 eq. of diethylphosphonoacetonitrile are placed in THF (tetrahydrofuran) under an inert atmosphere. 1.1 eq. of a solution of butyllithium in hexane are added thereto dropwise at approximately 10° C. The mixture is subsequently stirred at ambient temperature for one hour before adding, dropwise, 1 eq. of cyclopentanone A at approximately 10° C. The reaction medium is stirred at ambient temperature for a few hours and is then poured onto a 10% HCl solution. The aqueous phase is extracted three ...